This data is from the Open Reaction Database (ORD), a public repository of structured organic reaction records. The task is: describe an organic reaction: reactants, conditions, products, and yield Reactants: CCCS(=O)(=O)c1ccccc1N, CN(C)C=O, [Cl-], Clc1ncc(Cl)c(Cl)n1, [H-], [NH4+], [Na+], O. The product is CCCS(=O)(=O)c1ccccc1Nc1nc(Cl)ncc1Cl. RXN SMILES: [CH2:1]([CH2:2][CH3:3])[S:4](=[O:5])(=[O:6])[c:7]1[c:8]([NH2:13])[cH:9][cH:10][cH:11][cH:12]1.[CH3:28][N:29]([CH3:30])[CH:31]=[O:32].[Cl-:25].[Cl:16][c:17]1[n:18][cH:19][c:20]([Cl:24])[c:21]([Cl:23])[n:22]1.[H-:14].[NH4+:26].[Na+:15].[OH2:27]>>[CH2:1]([CH2:2][CH3:3])[S:4](=[O:5])(=[O:6])[c:7]1[c:8]([NH:13][c:21]2[c:20]([Cl:24])[cH:19][n:18][c:17]([Cl:16])[n:22]2)[cH:9][cH:10][cH:11][cH:12]1.